describe an organic reaction: reactants, conditions, products, and yield From a dataset of the Open Reaction Database (ORD), a public repository of structured organic reaction records. Reactants: [Si](C)(C)(C(C)(C)C)O[C@@H]1C(C2=CC[C@H]3[C@@H]4CC[C@H]([C@@H](CCCO[Si](C)(C)C(C)(C)C)C)[C@]4(CC[C@@H]3[C@]2(CC1)C)C)(C)C (3β,24-Bis(tert-butyldimethylsilyloxy)-4,4-dimethylchol-5-ene), BrN1C(=O)N(C(=O)C1(C)C)Br (1,3-Dibromo-5,5-dimethylhydantoin). Solvent: CCCCCC (hexane), C1=CC=CC=C1 (benzene). The product is [Si](C)(C)(C(C)(C)C)O[C@@H]1C(C2=CC=C3[C@@H]4CC[C@H]([C@@H](CCCO[Si](C)(C)C(C)(C)C)C)[C@]4(CC[C@@H]3[C@]2(CC1)C)C)(C)C (3β,24-bis (tert-butyldimethylsilyloxy)-4,4-dimethylchola-5,7-diene). The yield is 88.9%. Reaction SMILES: [Si:1]([O:8][C@H:9]1[CH2:38][CH2:37][C@@:36]2([CH3:39])[C:11](=[CH:12][CH2:13][C@@H:14]3[C@@H:35]2[CH2:34][CH2:33][C@@:32]2([CH3:40])[C@H:15]3[CH2:16][CH2:17][C@@H:18]2[C@H:19]([CH3:31])[CH2:20][CH2:21][CH2:22][O:23][Si:24]([C:27]([CH3:30])([CH3:29])[CH3:28])([CH3:26])[CH3:25])[C:10]1([CH3:42])[CH3:41])([C:4]([CH3:7])([CH3:6])[CH3:5])([CH3:3])[CH3:2].BrN1C(C)(C)C(=O)N(Br)C1=O>CCCCCC.C1C=CC=CC=1>[Si:1]([O:8][C@H:9]1[CH2:38][CH2:37][C@@:36]2([CH3:39])[C:11](=[CH:12][CH:13]=[C:14]3[C@@H:35]2[CH2:34][CH2:33][C@@:32]2([CH3:40])[C@H:15]3[CH2:16][CH2:17][C@@H:18]2[C@H:19]([CH3:31])[CH2:20][CH2:21][CH2:22][O:23][Si:24]([C:27]([CH3:28])([CH3:29])[CH3:30])([CH3:26])[CH3:25])[C:10]1([CH3:41])[CH3:42])([C:4]([CH3:5])([CH3:6])[CH3:7])([CH3:3])[CH3:2]. Procedure: 3β,24-Bis(tert-butyldimethylsilyloxy)-4,4-dimethylchol-5-ene (44 g) is dissolved in a warm mixture of hexane (2 l) and benzene (540 ml). 1,3-Dibromo-5,5-dimethylhydantoin (15.32 g) is added and the mixture is refluxed for 20 min and then cooled rapidly to room temperature, and the insoluble material is removed by filtration. The filtrate is concentrated under reduced pressure and o-xylene (2 l) and quinaldine (84 ml) is added. The mixture is refluxed for 1 hour. After aqueous work-up and tritura... The reactants are C(C(C)(C)C)(=O)Cl (pivaloyl chloride), SC(C(=O)N[C@@H](CS)C(=O)O)(C)C (N-(2-Mercapto-2-methylpropanoyl)-L-cysteine), Cl (hydrochloric acid). Solvent: [OH-].[Na+] (sodium hydroxide), [OH-].[Na+] (sodium hydroxide). Conditions: temperature 0 celsius. The product is C(C(C)(C)C)(=O)SC[C@H](NC(C(C)(C)S)=O)C(=O)O (S-pivaloyl-N-(2-mercapto-2-methylpropanoyl)-L-cysteine). The yield is 74.8%. As a reaction SMILES: [SH:1][C:2]([CH3:13])([CH3:12])[C:3]([NH:5][C@H:6]([C:9]([OH:11])=[O:10])[CH2:7][SH:8])=[O:4].[C:14](Cl)(=[O:19])[C:15]([CH3:18])([CH3:17])[CH3:16].Cl>[OH-].[Na+]>[C:14]([S:8][CH2:7][C@@H:6]([C:9]([OH:11])=[O:10])[NH:5][C:3](=[O:4])[C:2]([SH:1])([CH3:13])[CH3:12])(=[O:19])[C:15]([CH3:18])([CH3:17])[CH3:16] |f:3.4|. Procedure details: N-(2-Mercapto-2-methylpropanoyl)-L-cysteine (11.2 g, 0.05 mol) is dissolved in N sodium hydroxide (50 ml) and then pivaloyl chloride (6.6 g, 0.055 mol) and N sodium hydroxide (60 ml) are added dropwise while stirring under a nitrogen atmosphere at 0° C. After the addition, the mixture is stirred for 1 hour at room temperature and acidified with 6 N hydrochloric acid. The produced oil is extracted with ethyl acetate. The organic layer is washed with water, dried and concentrated to dryness to yie... Starting materials: ClC1=NC(=CC(=C1)C#N)OC1=C(C(=CC=C1Cl)C)F (2-chloro-6-[(6-chloro-2-fluoro-3-methylphenyl)oxy]-4-pyridinecarbonitrile), C1CC(=O)N(C1=O)Br (NBS). Reagents/catalysts: CC(C)(C#N)N=NC(C)(C)C#N (AIBN). The solvent is C(Cl)(Cl)(Cl)Cl (carbon tetrachloride). The product is BrCC=1C(=C(C(=CC1)Cl)OC1=NC(=CC(=C1)C#N)Cl)F (2-{[3-(bromomethyl)-6-chloro-2-fluorophenyl]oxy}-6-chloro-4-pyridinecarbonitrile). Yield: 57.2%. As a reaction SMILES: [Cl:1][C:2]1[CH:7]=[C:6]([C:8]#[N:9])[CH:5]=[C:4]([O:10][C:11]2[C:16]([Cl:17])=[CH:15][CH:14]=[C:13]([CH3:18])[C:12]=2[F:19])[N:3]=1.C1C(=O)N([Br:27])C(=O)C1>C(Cl)(Cl)(Cl)Cl.CC(N=NC(C#N)(C)C)(C#N)C>[Br:27][CH2:18][C:13]1[C:12]([F:19])=[C:11]([O:10][C:4]2[CH:5]=[C:6]([C:8]#[N:9])[CH:7]=[C:2]([Cl:1])[N:3]=2)[C:16]([Cl:17])=[CH:15][CH:14]=1. Reported procedure: 2-chloro-6-[(6-chloro-2-fluoro-3-methylphenyl)oxy]-4-pyridinecarbonitrile (3.65 g, 12.28 mmol) and NBS (2.187 g, 12.28 mmol) were combined in carbon tetrachloride (100 mL) with a catalytic amount of AIBN (0.101 g, 0.614 mmol) and stirred at reflux for 16 h. The reaction mixture was washed with water, dried over MgSO4, filtered and concentrated to dryness. The residue was purified by chromatography on 120 g silica gel eluted with 0% to 10% Et2O in hexanes to give the desired product, 2-{[3-(bromo... Starting materials: CC#N, CC(C)C(NC(=O)OCc1ccccc1)C(=O)OCC(C)(C)C(=O)OCCl, [I-], [Na+]. Yields the product CC(C)C(NC(=O)OCc1ccccc1)C(=O)OCC(C)(C)C(=O)OCI. RXN SMILES: [CH3:30][C:31]#[N:32].[Cl:1][CH2:2][O:3][C:4]([C:5]([CH2:6][O:7][C:8]([CH:9]([NH:10][C:11](=[O:12])[O:13][CH2:14][c:15]1[cH:16][cH:17][cH:18][cH:19][cH:20]1)[CH:21]([CH3:22])[CH3:23])=[O:24])([CH3:25])[CH3:26])=[O:27].[I-:29].[Na+:28]>>[CH2:2]([O:3][C:4]([C:5]([CH2:6][O:7][C:8]([CH:9]([NH:10][C:11](=[O:12])[O:13][CH2:14][c:15]1[cH:16][cH:17][cH:18][cH:19][cH:20]1)[CH:21]([CH3:22])[CH3:23])=[O:24])([CH3:25])[CH3:26])=[O:27])[I:29]. Starting materials: Cl.Cl.COC=1C=C(CN2CCNCC2)C=C(C1OC)OC (1-(3,4,5-trimethoxybenzyl)piperazine dihydrochloride), ClCC(=O)OC1=CC=C(C=C1)OC (4-methoxyphenyl chloroacetate), C(O)([O-])=O.[Na+] (sodium hydrogen carbonate). Solvent: C(C)#N (acetonitrile). Yields the product COC1=CC=C(OC(=O)CN2CCN(CC2)CC2=CC(=C(C(=C2)OC)OC)OC)C=C1 (1-[(4-methoxyphenoxy)carbonylmethyl]-4-(3,4,5-trimethoxybenzyl)piperazine). Reaction SMILES: Cl.Cl.[CH3:3][O:4][C:5]1[CH:6]=[C:7]([CH:15]=[C:16]([O:20][CH3:21])[C:17]=1[O:18][CH3:19])[CH2:8][N:9]1[CH2:14][CH2:13][NH:12][CH2:11][CH2:10]1.Cl[CH2:23][C:24]([O:26][C:27]1[CH:32]=[CH:31][C:30]([O:33][CH3:34])=[CH:29][CH:28]=1)=[O:25].C(=O)([O-])O.[Na+]>C(#N)C>[CH3:34][O:33][C:30]1[CH:31]=[CH:32][C:27]([O:26][C:24]([CH2:23][N:12]2[CH2:13][CH2:14][N:9]([CH2:8][C:7]3[CH:6]=[C:5]([O:4][CH3:3])[C:17]([O:18][CH3:19])=[C:16]([O:20][CH3:21])[CH:15]=3)[CH2:10][CH2:11]2)=[O:25])=[CH:28][CH:29]=1 |f:0.1.2,4.5|. Procedure: A mixture of 1-(3,4,5-trimethoxybenzyl)piperazine dihydrochloride (prepared by the method disclosed in Belgian Pat. No. 560,330) (50 g), 4-methoxyphenyl chloroacetate (prepared by the method disclosed in U.S. Pat. No. 3,657,318) (33 g), sodium hydrogen carbonate (49 g) and acetonitrile (700 ml) is stirred at 60° C. for 3 hours. The reaction mixture is filtered, and the filtrate is concentrated under reduced pressure to give crude 1-[(4-methoxyphenoxy)carbonylmethyl]-4-(3,4,5-trimethoxybenzyl)pip... Yields the product COc1ccc(CN(C(=O)OC(C)(C)C)c2ccc(C(O)c3c[nH]c4nccnc34)cn2)cn1. Starting materials: COc1ccc(CN(C(=O)OC(C)(C)C)c2ccc(C=O)cn2)cn1, CO, [K+], [OH-], c1cnc2[nH]ccc2n1. As a reaction SMILES: [C:10]([CH3:11])([CH3:12])([CH3:13])[O:14][C:15]([N:16]([CH2:17][c:18]1[cH:19][n:20][c:21]([O:24][CH3:25])[cH:22][cH:23]1)[c:26]1[n:27][cH:28][c:29]([CH:32]=[O:33])[cH:30][cH:31]1)=[O:34].[CH3:37][OH:38].[K+:36].[OH-:35].[n:1]1[c:2]2[c:3]([n:4][cH:5][cH:6]1)[nH:7][cH:8][cH:9]2>>[n:1]1[c:2]2[c:3]([n:4][cH:5][cH:6]1)[nH:7][cH:8][c:9]2[CH:32]([c:29]1[cH:28][n:27][c:26]([N:16]([C:15]([O:14][C:10]([CH3:11])([CH3:12])[CH3:13])=[O:34])[CH2:17][c:18]2[cH:19][n:20][c:21]([O:24][CH3:25])[cH:22][cH:23]2)[cH:31][cH:30]1)[OH:33].